From a dataset of the Open Reaction Database (ORD), a public repository of structured organic reaction records. describe an organic reaction: reactants, conditions, products, and yield Reactants: COC(=O)Cc1ccc(OC)c(Oc2ccc(Br)cc2CN2C(=O)OC(c3ccccc3)C2C)c1, COc1cccc(B(O)O)c1. Yields the product COc1ccc(CC(=O)O)cc1Oc1ccc(Br)cc1CN1C(=O)OC(c2ccccc2)C1C. As a reaction SMILES: [CH3:1][O:2][C:3]([CH2:4][c:5]1[cH:6][c:7]([O:13][c:14]2[c:15]([CH2:21][N:22]3[C:23](=[O:34])[O:24][CH:25]([c:28]4[cH:29][cH:30][cH:31][cH:32][cH:33]4)[CH:26]3[CH3:27])[cH:16][c:17]([Br:20])[cH:18][cH:19]2)[c:8]([O:11][CH3:12])[cH:9][cH:10]1)=[O:35].[CH3:36][O:37][c:38]1[cH:39][c:40]([B:41]([OH:42])[OH:43])[cH:44][cH:45][cH:46]1>>[O:2]=[C:3]([CH2:4][c:5]1[cH:6][c:7]([O:13][c:14]2[c:15]([CH2:21][N:22]3[C:23](=[O:34])[O:24][CH:25]([c:28]4[cH:29][cH:30][cH:31][cH:32][cH:33]4)[CH:26]3[CH3:27])[cH:16][c:17]([Br:20])[cH:18][cH:19]2)[c:8]([O:11][CH3:12])[cH:9][cH:10]1)[OH:35].